From a dataset of the Open Reaction Database (ORD), a public repository of structured organic reaction records. describe an organic reaction: reactants, conditions, products, and yield The reactants are CN1C(=O)CCC1CBr, [C-]#N, [C-]#N, CC#N, [K+], [Na+], C1COCCOCCOCCOCCOCCO1. Product: CN1C(=O)CCC1CC#N. RXN SMILES: [Br:25][CH2:26][CH:27]1[CH2:28][CH2:29][C:30](=[O:33])[N:31]1[CH3:32].[C-:1]#[N:2].[C-:4]#[N:5].[CH3:34][C:35]#[N:36].[K+:3].[Na+:6].[O:7]1[CH2:8][CH2:9][O:10][CH2:11][CH2:12][O:13][CH2:14][CH2:15][O:16][CH2:17][CH2:18][O:19][CH2:20][CH2:21][O:22][CH2:23][CH2:24]1>>[C:1](#[N:2])[CH2:26][CH:27]1[CH2:28][CH2:29][C:30](=[O:33])[N:31]1[CH3:32]. Starting materials: ClC1=NC=CN=C1 (chloropyrazine), C(=O)([O-])[O-].[K+].[K+] (K2CO3), O1CCOC12CCNCC2 (1,4-dioxa-8-azaspiro[4.5]decane), CN(C=O)C (dimethylformamide). Solvent: O (water). Conditions: temperature 100 celsius, time 3 day. Yields the product N1=C(C=NC=C1)N1CCC(CC1)=O (1-[2-Pyrazinyl]-4-piperidinone). The yield is 27.1%. RXN SMILES: Cl[C:2]1[CH:7]=[N:6][CH:5]=[CH:4][N:3]=1.C([O-])([O-])=O.[K+].[K+].O1[C:18]2([CH2:23][CH2:22][NH:21][CH2:20][CH2:19]2)[O:17]CC1.CN(C)C=O>O>[N:3]1[CH:4]=[CH:5][N:6]=[CH:7][C:2]=1[N:21]1[CH2:22][CH2:23][C:18](=[O:17])[CH2:19][CH2:20]1 |f:1.2.3|. Reported procedure: A mixture of 20 g (0.1746 mol) of chloropyrazine, 36 g (0.260 mol) of K2CO3, 76 g (0.5308 mol) of 1,4-dioxa-8-azaspiro[4.5]decane, and 80 ml of dimethylformamide is stirred at 100° C. for 3 days. The reaction mixture is cooled, siluted with water, and extracted with ethyl acetate. The combined extracts are washed with water, dried over Na2SO4 and concentrated in vacuo. The residue, 400 ml of 10% sulfuric acid solution and 100 ml of tetrahydrofuran is stirred at ambient temperature for 4 days, di...